From a dataset of the Open Reaction Database (ORD), a public repository of structured organic reaction records. describe an organic reaction: reactants, conditions, products, and yield The reactants are C([O-])(O)=O.[Na+] (sodium bicarbonate), CO (methanol), CC(CCOC=1C=C2C(C=C(SC2=CC1)C(=O)OCC)=O)C (ethyl 6-(3-methylbutoxy)-1-thiachromone-2-carboxylate). Run in O (water), O (water). The product is CC(CCOC=1C=C2C(C=C(SC2=CC1)C(=O)O)=O)C (6-(3-methylbutoxy)-1-thiachromone-2-carboxylic acid). Reaction SMILES: C(=O)(O)[O-].[Na+].CO.[CH3:8][CH:9]([CH3:29])[CH2:10][CH2:11][O:12][C:13]1[CH:14]=[C:15]2[C:20](=[CH:21][CH:22]=1)[S:19][C:18]([C:23]([O:25]CC)=[O:24])=[CH:17][C:16]2=[O:28]>O>[CH3:8][CH:9]([CH3:29])[CH2:10][CH2:11][O:12][C:13]1[CH:14]=[C:15]2[C:20](=[CH:21][CH:22]=1)[S:19][C:18]([C:23]([OH:25])=[O:24])=[CH:17][C:16]2=[O:28] |f:0.1|. Reported procedure: A mixture of 9 parts of ethyl 6-hydroxy-1-thiachromone-2-carboxylate, 15 parts of isoamyl bromide and 14 parts of anhydrous potassium carbonate in 130 parts of acetone was stirred and heated under reflux for 18 hours. Insoluble material was then filtered off and washed with acetone and the total acetone solution was evaporated to leave a yellow solid, which was crystallized from ethanol to give 4.1 parts of ethyl 6-(3-methylbutoxy)-1-thiachromone-2-carboxylate, melting point 83°-84°C. This entir...